Dataset: the Open Reaction Database (ORD), a public repository of structured organic reaction records. Task: describe an organic reaction: reactants, conditions, products, and yield Reactants: COC(=O)C1=C(NC=2CNCC(C2C1C1=C(C=CC=C1)C)=O)C (1,4,5,6,7,8-Hexahydro-2-methyl-4-(2-methylphenyl)-5-oxo-1,7-naphthyridine-3-carboxylic acid methyl ester), CC1=C(OCC2CO2)C=CC=C1C (3-(2,3-dimethylphenoxy)-1,2-epoxypropane). Run in CO (methanol). Yields the product COC(=O)C1=C(NC=2CN(CC(C2C1C1=C(C=CC=C1)C)=O)CC(COC1=C(C(=CC=C1)C)C)O)C (7-[3-(2,3-Dimethylphenoxy)-2-hydroxypropyl]-1,4,5,6,7,8-hexahydro-2-methyl-4-(2-methylphenyl)-5-oxo-1,7-naphthyridine-3-carboxylic acid methyl ester). Isolated yield 41.1%. As a reaction SMILES: [CH3:1][O:2][C:3]([C:5]1[CH:14]([C:15]2[CH:20]=[CH:19][CH:18]=[CH:17][C:16]=2[CH3:21])[C:13]2[C:12](=[O:22])[CH2:11][NH:10][CH2:9][C:8]=2[NH:7][C:6]=1[CH3:23])=[O:4].[CH3:24][C:25]1[C:35]([CH3:36])=[CH:34][CH:33]=[CH:32][C:26]=1[O:27][CH2:28][CH:29]1[O:31][CH2:30]1>CO>[CH3:1][O:2][C:3]([C:5]1[CH:14]([C:15]2[CH:20]=[CH:19][CH:18]=[CH:17][C:16]=2[CH3:21])[C:13]2[C:12](=[O:22])[CH2:11][N:10]([CH2:30][CH:29]([OH:31])[CH2:28][O:27][C:26]3[CH:32]=[CH:33][CH:34]=[C:35]([CH3:36])[C:25]=3[CH3:24])[CH2:9][C:8]=2[NH:7][C:6]=1[CH3:23])=[O:4]. Procedure: 1,4,5,6,7,8-Hexahydro-2-methyl-4-(2-methylphenyl)-5-oxo-1,7-naphthyridine-3-carboxylic acid methyl ester (14.5 g), 6.8 g of 3-(2,3-dimethylphenoxy)-1,2-epoxypropane and 250 ml of methanol were combined and refluxed for 18 hours. The solvent was removed in vacuo. The residue was dissolved in diethyl ether and saturated with hydrogen chloride. The solid was separated and dried in vacuo at 75° C. for 18 hours. The solid was recrystallized from acetonitrile to obtain 7.7 g of the title compound as t... Starting materials: C[Si](C)(C)CCOCCl (SEMCl), BrC=1C=C2C(=NC1)NN=C2C2=NC1=C(N2)C=C(C=C1)OC (5-bromo-3-(6-methoxy-1H-benzoimidazol-2-yl)-1H-pyrazolo[3,4-b]pyridine), 19c, [H-].[Na+] (NaH). Solvent: CCOC(=O)C (AcOEt), CN(C)C=O (DMF). Conditions: time 5 minute. The product is BrC=1C=C2C(=NC1)N(N=C2C2=NC1=C(N2COCC[Si](C)(C)C)C=C(C=C1)OC)COCC[Si](C)(C)C (5-bromo-3-[6-methoxy-1-(2-trimethylsilanyl-ethoxymethyl)-1H-benzoimidazol-2-yl]-1-(2-trimethylsilanyl-ethoxymethyl)-1H-pyrazolo[3,4-b]pyridine), 20a. Yield: 78.0%. As a reaction SMILES: [Br:1][C:2]1[CH:3]=[C:4]2[C:10]([C:11]3[NH:15][C:14]4[CH:16]=[C:17]([O:20][CH3:21])[CH:18]=[CH:19][C:13]=4[N:12]=3)=[N:9][NH:8][C:5]2=[N:6][CH:7]=1.[H-].[Na+].[CH3:24][Si:25]([CH2:28][CH2:29][O:30][CH2:31]Cl)([CH3:27])[CH3:26]>CN(C=O)C.CCOC(C)=O>[Br:1][C:2]1[CH:3]=[C:4]2[C:10]([C:11]3[N:15]([CH2:31][O:30][CH2:29][CH2:28][Si:25]([CH3:27])([CH3:26])[CH3:24])[C:14]4[CH:16]=[C:17]([O:20][CH3:21])[CH:18]=[CH:19][C:13]=4[N:12]=3)=[N:9][N:8]([CH2:31][O:30][CH2:29][CH2:28][Si:25]([CH3:27])([CH3:26])[CH3:24])[C:5]2=[N:6][CH:7]=1 |f:1.2|. Procedure: 5-bromo-3-(6-methoxy-1H-benzoimidazol-2-yl)-1H-pyrazolo[3,4-b]pyridine Compound 19c (HOAc salt, 50 mg, 0.145 mmol) was added to a suspension of NaH (60% in mineral oil, 23 mg, 0.581 mmol) in DMF (5 mL). The mixture was stirred at r.t. for 5 mins, then SEMCl (97 mg, 0.581 mmol) was added. The mixture was stirred at r.t. for 12 hrs, then diluted with AcOEt (60 mL) and washed with water. The solvent was evaporated to dryness and the residue was purified by chromatography to provide 5-bromo-3-[6-met... Yield: 54.2%. The reactants are COC(=O)[C@@H]1C[C@H](CN1C(=O)OCc2ccccc2)OC(=O)N3Cc4cccc(c4C3)Br, C1CCNCC1. The reagents and catalysts are [O-]P(=O)([O-])[O-].[K+].[K+].[K+], [Cu]I, Cc1cccc(c1NC(=O)C(=O)O)C. Conditions: temperature 80 celsius, time 18 hour. Run in CS(=O)C, CS(=O)C. Yields the product COC(=O)[C@@H]1C[C@H](CN1C(=O)OCc2ccccc2)OC(=O)N3Cc4cccc(c4C3)N5CCCCC5. Starting materials: ClC1=CC=C(N=N1)C(=O)O (6-chloropyridazine-3-carboxylic acid), C(C(=O)Cl)(=O)Cl (oxalyl chloride). The reagents and catalysts are CN(C)C=O (DMF). The solvent is ClCCl (dichloromethane), C(C)(=O)OCC (ethyl acetate). Reaction conditions: time 4 hour. Yields the product ClC1=CC=C(N=N1)C(=O)OC (Methyl 6-chloropyridazine-3-carboxylate). As a reaction SMILES: [Cl:1][C:2]1[N:7]=[N:6][C:5]([C:8]([OH:10])=[O:9])=[CH:4][CH:3]=1.[C:11](Cl)(=O)C(Cl)=O>ClCCl.C(OCC)(=O)C.CN(C=O)C>[Cl:1][C:2]1[N:7]=[N:6][C:5]([C:8]([O:10][CH3:11])=[O:9])=[CH:4][CH:3]=1. Procedure: To a suspension of 6-chloropyridazine-3-carboxylic acid (4.2 g, 26.5 mmol) in a mixture of dichloromethane (100 mL) and ethyl acetate (30 mL) and a few drops of DMF was added oxalyl chloride (3 mL, 34 mmol). The mixture was stirred at room temperature for 4 h until solution was attained, then quenched with 20 mL of methanol. After 15 min, the mixture was concentrated, and the resulting solid was swirled in ether and filtered. The solid was triturated with dichloromethane and the filtrate was eva... Yields the product CCOC(CNc1nncs1)OCC. Reaction SMILES: [Br:1][c:2]1[s:3][cH:4][n:5][n:6]1.[CH2:7]([CH3:8])[O:9][CH:10]([CH2:11][NH2:12])[O:13][CH2:14][CH3:15].[cH:16]1[cH:17][cH:18][cH:19][cH:20][cH:21]1>>[c:2]1([NH:12][CH2:11][CH:10]([O:9][CH2:7][CH3:8])[O:13][CH2:14][CH3:15])[s:3][cH:4][n:5][n:6]1. Starting materials: Brc1nncs1, CCOC(CN)OCC, c1ccccc1. Reactants: O=C(Br)CBr, ClCCl, Nc1nccnc1C(=O)c1ccccc1, [Na+], [Na+], O=C([O-])[O-]. Product: O=C(CBr)Nc1nccnc1C(=O)c1ccccc1. RXN SMILES: [Br:16][CH2:17][C:18](=[O:19])[Br:20].[CH2:27]([Cl:28])[Cl:29].[NH2:1][c:2]1[n:3][cH:4][cH:5][n:6][c:7]1[C:8]([c:9]1[cH:10][cH:11][cH:12][cH:13][cH:14]1)=[O:15].[Na+:21].[Na+:22].[O-:23][C:24](=[O:25])[O-:26]>>[NH:1]([c:2]1[n:3][cH:4][cH:5][n:6][c:7]1[C:8]([c:9]1[cH:10][cH:11][cH:12][cH:13][cH:14]1)=[O:15])[C:18]([CH2:17][Br:16])=[O:19].